Dataset: the Open Reaction Database (ORD), a public repository of structured organic reaction records. Task: describe an organic reaction: reactants, conditions, products, and yield Starting materials: [NH4+].[Cl-] (NH4Cl), FC1=CC(=C(C=C1)C1=C(C=NC(=C1)C)N(C(C1=CC(=CC(=C1)C(F)(F)F)S)=O)C)OC (N-(4-(4-fluoro-2-methoxyphenyl)-6-methylpyridin-3-yl)-3-mercapto-N-methyl-5-(trifluoromethyl)benzamide), BrCCCCC(=O)O (5-bromopentanoic acid), CCN(C(C)C)C(C)C (DIPEA). The solvent is CCOC(=O)C (EtOAc), C(C)#N (acetonitrile). Reaction conditions: time 2.25 hour. Yields the product FC1=CC(=C(C=C1)C1=C(C=NC(=C1)C)N(C(=O)C=1C=C(C=C(C1)C(F)(F)F)SCCCCC(=O)O)C)OC (5-(3-{[4-(4-Fluoro-2-methoxy-phenyl)-6-methyl-pyridin-3-yl]-methyl-carbamoyl}-5-trifluoromethyl-phenylsulfanyl)-pentanoic acid). Reaction SMILES: [F:1][C:2]1[CH:7]=[CH:6][C:5]([C:8]2[CH:13]=[C:12]([CH3:14])[N:11]=[CH:10][C:9]=2[N:15]([CH3:29])[C:16](=[O:28])[C:17]2[CH:22]=[C:21]([C:23]([F:26])([F:25])[F:24])[CH:20]=[C:19]([SH:27])[CH:18]=2)=[C:4]([O:30][CH3:31])[CH:3]=1.Br[CH2:33][CH2:34][CH2:35][CH2:36][C:37]([OH:39])=[O:38].CCN(C(C)C)C(C)C.[NH4+].[Cl-]>C(#N)C.CCOC(C)=O>[F:1][C:2]1[CH:7]=[CH:6][C:5]([C:8]2[CH:13]=[C:12]([CH3:14])[N:11]=[CH:10][C:9]=2[N:15]([CH3:29])[C:16]([C:17]2[CH:18]=[C:19]([S:27][CH2:33][CH2:34][CH2:35][CH2:36][C:37]([OH:39])=[O:38])[CH:20]=[C:21]([C:23]([F:26])([F:25])[F:24])[CH:22]=2)=[O:28])=[C:4]([O:30][CH3:31])[CH:3]=1 |f:3.4|. Reported procedure: To a solution of N-(4-(4-fluoro-2-methoxyphenyl)-6-methylpyridin-3-yl)-3-mercapto-N-methyl-5-(trifluoromethyl)benzamide (0.263 g, 584 μmol, example 310, intermediate a) in acetonitrile (4 mL) were added 5-bromopentanoic acid (132 mg, 730 μmol) and DIPEA (189 mg, 255 μL, 1.46 mmol) and the clear, light yellow solution was stirred at room temperature for 2.25 hours. The reaction mixture was poured on saturated aqueous NH4Cl solution and EtOAc and the layers were separated. The aqueous layer was ex...